This data is from the Open Reaction Database (ORD), a public repository of structured organic reaction records. The task is: describe an organic reaction: reactants, conditions, products, and yield Reactants: ClC1=NC(=NC(=C1)Cl)SCC1=C(C(=CC=C1)F)F (4,6-Dichloro-2-[(2,3-difluorobenzyl)thio]pyrimidine), [Si](C)(C)(C(C)(C)C)OC[C@@H](COC(C)C)O ((2R)-1-{[tert-Butyl(dimethyl)silyl]oxy}-3-isopropoxypropan-2-ol), [H-].[Na+] (sodium hydride), product, [Si](C)(C)(C(C)(C)C)OC[C@@H](COC(C)C)O ((2R)-1-{[tert-Butyl(dimethyl)silyl]oxy}-3-isopropoxypropan-2-ol). Run in C1CCOC1 (THF). Yields the product [Si](C)(C)(C(C)(C)C)OC[C@H](OC1=NC(=NC(=C1)Cl)SCC1=C(C(=CC=C1)F)F)COC(C)C (4-[(1R)-2-{[tert-Butyl(dimethyl)silyl]oxy}-1-(isopropoxymethyl)ethoxy]-6-chloro-2-[(2,3-difluorobenzyl)thio]pyrimidine). RXN SMILES: Cl[C:2]1[CH:7]=[C:6]([Cl:8])[N:5]=[C:4]([S:9][CH2:10][C:11]2[CH:16]=[CH:15][CH:14]=[C:13]([F:17])[C:12]=2[F:18])[N:3]=1.[Si:19]([O:26][CH2:27][C@H:28]([OH:34])[CH2:29][O:30][CH:31]([CH3:33])[CH3:32])([C:22]([CH3:25])([CH3:24])[CH3:23])([CH3:21])[CH3:20].[H-].[Na+]>C1COCC1>[Si:19]([O:26][CH2:27][C@@H:28]([CH2:29][O:30][CH:31]([CH3:33])[CH3:32])[O:34][C:2]1[CH:7]=[C:6]([Cl:8])[N:5]=[C:4]([S:9][CH2:10][C:11]2[CH:16]=[CH:15][CH:14]=[C:13]([F:17])[C:12]=2[F:18])[N:3]=1)([C:22]([CH3:25])([CH3:24])[CH3:23])([CH3:21])[CH3:20] |f:2.3|. Procedure: The subtitle compound was prepared according to the procedure outlined in example 1 step iii) using 4,6-Dichloro-2-[(2,3-difluorobenzyl)thio]pyrimidine (product of example 1 step ii) (0.46 g), (2R)-1-{[tert-butyl(dimethyl)silyl]oxy}-3-isopropoxypropan-2-ol (product of step iii) (0.66 g), THF (5 mL) and 60% sodium hydride (80 mg), to give the subtitle compound as a colourless oil. Yield: 0.56 g The reactants are BrC=1C=CC(=C(C1)C(CC)O)F (1-(5-bromo-2-fluorophenyl)propan-1-ol), [Cr](=O)(=O)([O-])O[Cr](=O)(=O)[O-].[NH+]1=CC=CC=C1.[NH+]1=CC=CC=C1 (pyridinium dichromate). Solvent: C(Cl)Cl (CH2Cl2). Conditions: time 16 hour. Product: BrC=1C=CC(=C(C1)C(CC)=O)F (1-(5-bromo-2-fluorophenyl)propan-1-one). Yield: 84.2%. As a reaction SMILES: [Br:1][C:2]1[CH:3]=[CH:4][C:5]([F:12])=[C:6]([CH:8]([OH:11])[CH2:9][CH3:10])[CH:7]=1.[Cr](O[Cr]([O-])(=O)=O)([O-])(=O)=O.[NH+]1C=CC=CC=1.[NH+]1C=CC=CC=1>C(Cl)Cl>[Br:1][C:2]1[CH:3]=[CH:4][C:5]([F:12])=[C:6]([C:8](=[O:11])[CH2:9][CH3:10])[CH:7]=1 |f:1.2.3|. Procedure details: To 1-(5-bromo-2-fluorophenyl)propan-1-ol (12.1 g, 64.8 mmol) in CH2Cl2 (100 mL) was added pyridinium dichromate (73.2 g, 194 mmol) and powdered molecular sieves. The mixture was stirred at room temperature for 16 hours. The reaction mixture was filtered through a pad of diatomaceous earth and washed with diethyl ether. The combined ether and CH2Cl2 layers were collected and concentrated under vacuum to afford 1-(5-bromo-2-fluorophenyl)propan-1-one (12.6 g, 98%) as a syrup. 1H NMR (CDCl3): δ 7.9-...